From a dataset of the Open Reaction Database (ORD), a public repository of structured organic reaction records. describe an organic reaction: reactants, conditions, products, and yield Reactants: O (water), ice, [OH-].[NH4+] (ammonium hydroxide), CN(C)N=NC1=C([Se]C(=C1)C(C)(C)C)C(=O)OCC (ethyl 3-[(dimethylamino)diazenyl]-5-(tert-butyl)selenophene-2-carboxylate). The solvent is C1CCOC1 (THF). Reaction conditions: time 48 hour. The product is CN(C)N=NC1=C([Se]C(=C1)C(C)(C)C)C(=O)N (3-[(Dimethylamino)diazenyl]-5-(tert-butyl)selenophene-2-carboxamide). Reaction SMILES: [OH-].[NH4+:2].[CH3:3][N:4]([N:6]=[N:7][C:8]1[CH:12]=[C:11]([C:13]([CH3:16])([CH3:15])[CH3:14])[Se:10][C:9]=1[C:17]([O:19]CC)=O)[CH3:5].O>C1COCC1>[CH3:3][N:4]([N:6]=[N:7][C:8]1[CH:12]=[C:11]([C:13]([CH3:16])([CH3:15])[CH3:14])[Se:10][C:9]=1[C:17]([NH2:2])=[O:19])[CH3:5] |f:0.1|. Procedure details: To an ice cold (0-5° C.) solution of ammonium hydroxide (200 mL) was added a solution of ethyl 3-[(dimethylamino)diazenyl]-5-(tert-butyl)selenophene-2-carboxylate (1.2 g) in THF (30 mL) for 5 min and a catalytic amount of PEG-400 was added and stirred at rt for 48 h. The solution was poured into ice cooled water and extracted with chloroform (3×100 mL). The combined organic layer was washed with water, brine and dried over sodium sulfate. The solution was filtered and evaporated the solvent. The... The reactants are Cl (Hydrochloric acid), NC1=NC=2N=CC=CC2C=2C1=NN(C2CCNC(OC(C)(C)C)=O)CCC (tert-butyl 2-(4-amino-2-propyl-2H-pyrazolo[3,4-c]-1,8-naphthyridin-1-yl)ethylcarbamate), starting material. Run in C(C)O (ethanol). Run at temperature 80 celsius. The product is NCCC=1N(N=C2C(=NC=3N=CC=CC3C21)N)CCC (1-(2-aminoethyl)-2-propyl-2H-pyrazolo[3,4-c]-1,8-naphthyridin-4-amine). Isolated yield 126.5%. RXN SMILES: Cl.[NH2:2][C:3]1[C:12]2=[N:13][N:14]([CH2:26][CH2:27][CH3:28])[C:15]([CH2:16][CH2:17][NH:18]C(=O)OC(C)(C)C)=[C:11]2[C:10]2[CH:9]=[CH:8][CH:7]=[N:6][C:5]=2[N:4]=1>C(O)C>[NH2:18][CH2:17][CH2:16][C:15]1[N:14]([CH2:26][CH2:27][CH3:28])[N:13]=[C:12]2[C:11]=1[C:10]1[CH:9]=[CH:8][CH:7]=[N:6][C:5]=1[N:4]=[C:3]2[NH2:2]. Reported procedure: Hydrochloric acid (3 mL of 2.7 M in ethanol) was added to a suspension of tert-butyl 2-(4-amino-2-propyl-2H-pyrazolo[3,4-c]-1,8-naphthyridin-1-yl)ethylcarbamate (0.52 g) in ethanol (10 mL). The mixture was heated at 80° C. for about 1 hour and then concentrated under reduced pressure. The residue was partitioned between water (50 mL) and dichloromethane (30 mL). The layers were separated. The aqueous layer was made basic with ammonium hydroxide and then extracted with dichloromethane (2×50 mL). ... The reactants are O=C1CCC(=O)N1Br, O=C(OOC(=O)c1ccccc1)c1ccccc1, ClC(Cl)(Cl)Cl, CCOC(=O)Cc1ccc(S(=O)(=O)Cl)cc1. Yields the product CCOC(=O)C(Br)c1ccc(S(=O)(=O)Cl)cc1. Reaction SMILES: [Br:17][N:18]1[C:19](=[O:20])[CH2:21][CH2:22][C:23]1=[O:24].[C:25]([O:26][O:27][C:28](=[O:29])[c:30]1[cH:31][cH:32][cH:33][cH:34][cH:35]1)(=[O:36])[c:37]1[cH:38][cH:39][cH:40][cH:41][cH:42]1.[C:43]([Cl:44])([Cl:45])([Cl:46])[Cl:47].[CH2:1]([CH3:2])[O:3][C:4]([CH2:5][c:6]1[cH:7][cH:8][c:9]([S:12](=[O:13])(=[O:14])[Cl:15])[cH:10][cH:11]1)=[O:16]>>[CH2:1]([CH3:2])[O:3][C:4]([CH:5]([c:6]1[cH:7][cH:8][c:9]([S:12](=[O:13])(=[O:14])[Cl:15])[cH:10][cH:11]1)[Br:17])=[O:16]. The solvent is CN(C=O)C (dimethylformamide), O (water), CN(C=O)C (dimethylformamide). As a reaction SMILES: [OH-].[Na+].[C:3]([O:11][CH2:12][CH3:13])(=[O:10])[CH2:4][C:5]([O:7][CH2:8][CH3:9])=[O:6].Cl[C:15]1[CH:20]=[CH:19][C:18]([N+:21]([O-:23])=[O:22])=[CH:17][N:16]=1.Cl>CN(C)C=O.O>[N+:21]([C:18]1[CH:19]=[CH:20][C:15]([CH:4]([C:5]([O:7][CH2:8][CH3:9])=[O:6])[C:3]([O:11][CH2:12][CH3:13])=[O:10])=[N:16][CH:17]=1)([O-:23])=[O:22] |f:0.1|. Reported procedure: 2.7 g (67.5 mmol) of powdered NaOH are introduced into 10.8 g (675 mmol) of diethyl malonate in 30 ml of dimethylformamide at room temperature, with cooling, a solution of 5 g (31 mmol) of 2-chloro-5-nitropyridine in dimethylformamide is then added dropwise and the mixture is stirred at room temperature until the reaction is complete. For working up, the mixture is poured onto 500 ml of water and acidified with concentrated HCl and the precipitate is filtered off with suction and rinsed with pet... Starting materials: ClC1=NC=C(C=C1)[N+](=O)[O-] (2-chloro-5-nitropyridine), Cl (HCl), [OH-].[Na+] (NaOH), C(CC(=O)OCC)(=O)OCC (diethyl malonate). The product is [N+](=O)([O-])C=1C=CC(=NC1)C(C(=O)OCC)C(=O)OCC (Diethyl 5-nitro-2pyridyl-malonate). The reactants are polymer, [OH-].[Na+] (NaOH), aqueous solution, solution, C(C)(=O)OC=C (vinyl acetate), Cl.Cl.N(=NC(C)(C)C(N)=N)C(C)(C)C(N)=N (2,2′-azobis(2-amidinopropane)dihydrochloride), CC(C)(C)O (2-methyl-2-propanol), C(C)(C)O (isopropanol). The reagents and catalysts are [Cl-].C(C=C)[N+](C)(C)CC=C (diallyldimethylammonium chloride). The solvent is O (water), O (water), O (water). Yields the product [Cl-].C(C=C)[N+](C)(C)CC=C.C(=C)O (diallyldimethylammonium chloride vinyl alcohol). RXN SMILES: [C:1](OC=C)(=[O:3])[CH3:2].[ClH:7].Cl.N(C([C:20](=[NH:22])N)(C)C)=NC(C(=N)N)(C)C.[CH:23](O)([CH3:25])[CH3:24].[OH-].[Na+].[CH3:29][C:30](O)([CH3:32])C>[Cl-].C([N+](CC=C)(C)C)C=C.O>[Cl-:7].[CH2:24]([N+:22]([CH2:29][CH:30]=[CH2:32])([CH3:20])[CH3:1])[CH:23]=[CH2:25].[CH:1]([OH:3])=[CH2:2] |f:1.2.3,5.6,8.9,11.12.13|. Reported procedure: A solution of diallyldimethylammonium chloride (32.6 g of a 65 percent solution in water), vinyl acetate (10.53 g), and 2,2′-azobis(2-amidinopropane)dihydrochloride (0.64 g) in 2-methyl-2-propanol (60 g) and deionized water (60 g) was heated to 60° C. for 21 hours under a nitrogen atmosphere. After cooling to room temperature, the reaction solution was poured into isopropanol (2 L) and stirred for at least 15 minutes. The solution was decanted from the precipitated polymer. The polymer was suspe... Starting materials: BrCCOCCBr, CN1CCCC1=O, COc1ccc(CC#N)cc1, [H-], [Na+]. Yields the product COc1ccc(C2(C#N)CCOCC2)cc1. Reaction SMILES: [Br:14][CH2:15][CH2:16][O:17][CH2:18][CH2:19][Br:20].[CH3:21][N:22]1[CH2:23][CH2:24][CH2:25][C:26]1=[O:27].[CH3:3][O:4][c:5]1[cH:6][cH:7][c:8]([CH2:11][C:12]#[N:13])[cH:9][cH:10]1.[H-:2].[Na+:1]>>[CH3:3][O:4][c:5]1[cH:6][cH:7][c:8]([C:11]2([C:12]#[N:13])[CH2:15][CH2:16][O:17][CH2:18][CH2:19]2)[cH:9][cH:10]1. Starting materials: C1OC2=CC(=C(C=C2O1)O)[N+](=O)[O-] (4,5-methylenedioxy-2-nitrophenol), BrC(C(=O)OC)CCCBr (methyl 2,5-dibromovalerate). The product is BrCCCC(C(=O)OC)OC1=C(C=C2C(=C1)OCO2)[N+](=O)[O-] (methyl 5-bromo-2-(4,5-methylenedioxy-2-nitrophenoxy)valerate). As a reaction SMILES: [CH2:1]1[O:9][C:8]2[C:3](=[CH:4][C:5]([N+:11]([O-:13])=[O:12])=[C:6]([OH:10])[CH:7]=2)[O:2]1.Br[CH:15]([CH2:20][CH2:21][CH2:22][Br:23])[C:16]([O:18][CH3:19])=[O:17]>>[Br:23][CH2:22][CH2:21][CH2:20][CH:15]([O:10][C:6]1[CH:7]=[C:8]2[O:9][CH2:1][O:2][C:3]2=[CH:4][C:5]=1[N+:11]([O-:13])=[O:12])[C:16]([O:18][CH3:19])=[O:17]. Procedure: In a manner similar to that of Reference Example 5, 4,5-methylenedioxy-2-nitrophenol was allowed to react with methyl 2,5-dibromovalerate to give methyl 5-bromo-2-(4,5-methylenedioxy-2-nitrophenoxy)valerate, which was then allowed to react, in a manner similar to that of Reference Example 8, with 1-(4-fluorophenyl)piperazine to obtain methyl 5-[4-(4-fluorophenyl)-1-piperazinyl]-2-(4,5-methylenedioxy-2-nitrophenoxy)valerate as crystals, m.p. 98°-99° C. The overall yield was 15.6%. The reagents and catalysts are O.C1(=CC=C(C=C1)S(=O)(=O)O)C (p-toluenesulfonic acid monohydrate). Solvent: C1=CC=CC=C1 (benzene). RXN SMILES: [Br:1][C:2]1[C:6]([CH3:7])=[C:5]([I:8])[S:4][C:3]=1[CH:9]=[O:10].[CH2:11](O)[CH2:12][OH:13]>C1C=CC=CC=1.O.C1(C)C=CC(S(O)(=O)=O)=CC=1>[Br:1][C:2]1[C:6]([CH3:7])=[C:5]([I:8])[S:4][C:3]=1[CH:9]1[O:13][CH2:12][CH2:11][O:10]1 |f:3.4|. Procedure details: 3-Bromo-5-iodo-4-methylthiophene-2-carbaldehyde (27 g, 82 mmol), ethylene glycol (5.9 mL, 110 mmol) and p-toluenesulfonic acid monohydrate (0.50 g, 2.6 mmol) were combined in benzene (200 mL) and the mixture was heated at reflux under Dean-Stark conditions for 8 h. At this time, the cooled solution was washed with 2.5 N aqueous NaOH (200 mL), water (4×200 mL) and brine (200 mL), dried (K2CO3) and concentrated in vacuo to give the title compound (29 g, 94%) as an orange oil. The product is BrC1=C(SC(=C1C)I)C1OCCO1 (2-(3-Bromo-5-iodo-4-methylthien-2-yl)-1,3-dioxolane). Reactants: BrC1=C(SC(=C1C)I)C=O (3-Bromo-5-iodo-4-methylthiophene-2-carbaldehyde), C(CO)O (ethylene glycol). Yield: 94.3%. The reactants are [Li]CCCC, COc1cc(C)c(C(=O)c2ccc(OC)c(C(C)C)c2)c(C)c1, [Ce+3], [Cl-], [Cl-], [Cl-], [Cl-], [NH4+], C1CCOC1. Product: CCCCc1cc(OC)c(C(C)C)cc1C(=O)c1c(C)cc(OC)cc1C. RXN SMILES: [CH2:5]([CH2:6][CH2:7][CH3:8])[Li:9].[CH3:10][c:11]1[c:12]([C:20](=[O:21])[c:22]2[cH:23][c:24]([CH:30]([CH3:31])[CH3:32])[c:25]([O:28][CH3:29])[cH:26][cH:27]2)[c:13]([CH3:19])[cH:14][c:15]([O:17][CH3:18])[cH:16]1.[Ce+3:2].[Cl-:1].[Cl-:33].[Cl-:3].[Cl-:4].[NH4+:34].[O:35]1[CH2:36][CH2:37][CH2:38][CH2:39]1>>[CH2:5]([CH2:6][CH2:7][CH3:8])[c:27]1[c:22]([C:20]([c:12]2[c:11]([CH3:10])[cH:16][c:15]([O:17][CH3:18])[cH:14][c:13]2[CH3:19])=[O:21])[cH:23][c:24]([CH:30]([CH3:31])[CH3:32])[c:25]([O:28][CH3:29])[cH:26]1.